Dataset: the Open Reaction Database (ORD), a public repository of structured organic reaction records. Task: describe an organic reaction: reactants, conditions, products, and yield Starting materials: anhydride, C1(=CC=C(C=C1)S(=O)(=O)Cl)C (p-toluenesulfonyl chloride), anhydrides, [N+](=O)([O-])C1=C(C=CC(=C1)[N+](=O)[O-])O (2,4-dinitrophenol), ester, ClC(=O)OCC(C)C (isobutyl chloroformate), C(C(C)(C)C)(=O)Cl (pivaloyl chloride), ester. The product is OC=1SC2=C(N1)C=CC=C2 (hydroxybenzothiazole). RXN SMILES: ClC([O:4][CH2:5]C(C)C)=O.C(Cl)(=O)C(C)(C)C.[C:16]1(C)[CH:21]=[CH:20][C:19]([S:22](Cl)(=O)=O)=[CH:18][CH:17]=1.[N+:27](C1C=C([N+]([O-])=O)C=CC=1O)([O-])=O>>[OH:4][C:5]1[S:22][C:19]2[CH:20]=[CH:21][CH:16]=[CH:17][C:18]=2[N:27]=1. Reported procedure: An example of a mixed anhydride is that of isobutyl chloroformate and pivaloyl chloride and carboxylic-sulfonic mixed anhydrides formed for example with p-toluenesulfonyl chloride. As an example of an activated ester, the ester formed with 2,4-dinitrophenol and the one formed with hydroxybenzothiazole may be mentioned.